Dataset: the Open Reaction Database (ORD), a public repository of structured organic reaction records. Task: describe an organic reaction: reactants, conditions, products, and yield RXN SMILES: C([O:3][C:4](=O)[NH:5]/[C:6](/[C:10]1[CH:15]=[CH:14][C:13]([F:16])=[CH:12][C:11]=1[F:17])=[CH:7]\[C:8]#[N:9])C.[CH3:19][CH:20]([N:22]1[CH2:27][CH2:26][CH:25]([C:28]([NH:30][NH2:31])=O)[CH2:24][CH2:23]1)[CH3:21].O>CN1CCCC1=O>[F:17][C:11]1[CH:12]=[C:13]([F:16])[CH:14]=[CH:15][C:10]=1[C:6]1[NH:5][C:4](=[O:3])[N:31]2[N:30]=[C:28]([CH:25]3[CH2:26][CH2:27][N:22]([CH:20]([CH3:21])[CH3:19])[CH2:23][CH2:24]3)[N:9]=[C:8]2[CH:7]=1. Product: FC1=C(C=CC(=C1)F)C1=CC=2N(C(N1)=O)N=C(N2)C2CCN(CC2)C(C)C (7-(2,4-Difluorophenyl)-2-[1-(propan-2-yl)piperidin-4-yl][1,2,4]triazolo[1,5-c]pyrimidin-5(6H)-one). Run in CN1C(CCC1)=O (N-methylpyrrolidone). Starting materials: C(C)OC(N\C(=C/C#N)\C1=C(C=C(C=C1)F)F)=O (Ethyl[(Z)-2-cyano-1-(2,4-difluorophenyl)ethenyl]carbamate), CC(C)N1CCC(CC1)C(=O)NN (1-(Propan-2-yl)piperidine-4-carbohydrazide), O (water). Procedure: 2.0 g (4.12 mmol) of ethyl[(Z)-2-cyano-1-(2,4-difluorophenyl)ethenyl]carbamate (Example 37A) and 916 mg (4.95 mmol) of 1-(propan-2-yl)piperidin-4-carbohydrazide (Example 38A) were dissolved in 24 ml of N-methylpyrrolidone, and the mixture was stirred under argon at an oil bath temperature of 160° C. in a flask with fitted calcium chloride drying tube for 6 h. The reaction mixture was cooled to RT, water (50 ml) was added and the mixture was stirred for 15 min. The mixture was extracted with ethy... Reaction conditions: temperature 160 celsius, time 6 hour.